describe an organic reaction: reactants, conditions, products, and yield From a dataset of the Open Reaction Database (ORD), a public repository of structured organic reaction records. The product is C=CCN(CC=NO)C(=O)OCc1ccccc1. Reaction SMILES: [C:21]([O-:22])(=[O:23])[CH3:24].[CH2:1]([CH:2]=[CH2:3])[N:4]([C:5]([O:6][CH2:7][c:8]1[cH:9][cH:10][cH:11][cH:12][cH:13]1)=[O:14])[CH2:15][CH:16]=[O:17].[CH3:29][C:30]#[N:31].[ClH:26].[NH2:27][OH:28].[Na+:25].[OH2:18].[OH2:19].[OH2:20].[OH2:32]>>[CH2:1]([CH:2]=[CH2:3])[N:4]([C:5]([O:6][CH2:7][c:8]1[cH:9][cH:10][cH:11][cH:12][cH:13]1)=[O:14])[CH2:15][CH:16]=[N:27][OH:18]. Reactants: CC(=O)[O-], C=CCN(CC=O)C(=O)OCc1ccccc1, CC#N, Cl, NO, [Na+], O, O, O, O. The reactants are ClC(Cl)Cl, O=c1c(Cl)c(OCc2ccc(Cl)cc2)cnn1CCCO, O, O=S(Br)Br. Product: O=c1c(Cl)c(OCc2ccc(Cl)cc2)cnn1CCCBr. Reaction SMILES: [CH:1]([Cl:2])([Cl:3])[Cl:4].[Cl:5][c:6]1[c:7](=[O:25])[n:8]([CH2:21][CH2:22][CH2:23][OH:24])[n:9][cH:10][c:11]1[O:12][CH2:13][c:14]1[cH:15][cH:16][c:17]([Cl:20])[cH:18][cH:19]1.[OH2:30].[S:26]([Br:27])([Br:28])=[O:29]>>[Cl:5][c:6]1[c:7](=[O:25])[n:8]([CH2:21][CH2:22][CH2:23][Br:28])[n:9][cH:10][c:11]1[O:12][CH2:13][c:14]1[cH:15][cH:16][c:17]([Cl:20])[cH:18][cH:19]1. Starting materials: C(C=C)N (allylamine), C(C)(C)(C)NC=1C2=C(N=C(N1)Cl)C(=CS2)C (4-t-butylamino-2-chloro-7-methylthieno[3,2-d]pyrimidine). Solvent: O (water). Reaction conditions: temperature 140 celsius. Product: C(C=C)NC=1N=C(C2=C(N1)C(=CS2)C)NC(C)(C)C (2-Allylamino-4-t-butylamino-7-methylthieno[3,2-d]pyrimidine). Isolated yield 89.4%. RXN SMILES: [CH2:1]([NH2:4])[CH:2]=[CH2:3].[C:5]([NH:9][C:10]1[C:11]2[S:19][CH:18]=[C:17]([CH3:20])[C:12]=2[N:13]=[C:14](Cl)[N:15]=1)([CH3:8])([CH3:7])[CH3:6]>O>[CH2:1]([NH:4][C:14]1[N:15]=[C:10]([NH:9][C:5]([CH3:8])([CH3:7])[CH3:6])[C:11]2[S:19][CH:18]=[C:17]([CH3:20])[C:12]=2[N:13]=1)[CH:2]=[CH2:3]. Procedure details: In 2.28 g (40.0 mmol) of allylamine was dissolved 250 mg (1.0 mmol) of 4-t-butylamino-2-chloro-7-methylthieno[3,2-d]pyrimidine, and the resulting solution was heated in a sealed tube at 140° C. for 24 hours. After the reaction mixture was cooled, 100 ml of water was added thereto, followed by extraction with ethyl acetate (20 ml×3). The organic layer was washed with 20 ml of water and dried over anhydrous sodium sulfate, and then the solvent was distilled off. The residue was purified by silica ... Reactants: C(C)(C)C1=NC2=C(C(NC=C2)=O)N1CC1=CC(=CC=C1)C1=NOC(=N1)C (2-isopropyl-3-[3-(5-methyl-[1,2,4]oxadiazol-3-yl)benzyl]-3,5-dihydroimidazo[4,5-c]pyridin-4-one), C(#N)C=1C=C(C=CC1)B(O)O (3-cyanophenylboronic acid). The solvent is ClCCl (dichloromethane). The product is C(C)(C)C1=NC2=C(C(N(C=C2)C2=CC(=CC=C2)C#N)=O)N1CC1=CC(=CC=C1)C1=NOC(=N1)C (2-isopropyl-3-[3-(5-methyl-[1,2,4]oxadiazol-3-yl)benzyl]-5-(3-cyanophenyl)-3,5-dihydroimidazo[4,5-c]pyridin-4-one). Reaction SMILES: [CH:1]([C:4]1[N:13]([CH2:14][C:15]2[CH:20]=[CH:19][CH:18]=[C:17]([C:21]3[N:25]=[C:24]([CH3:26])[O:23][N:22]=3)[CH:16]=2)[C:7]2[C:8](=[O:12])[NH:9][CH:10]=[CH:11][C:6]=2[N:5]=1)([CH3:3])[CH3:2].[C:27]([C:29]1[CH:30]=[C:31](B(O)O)[CH:32]=[CH:33][CH:34]=1)#[N:28]>ClCCl>[CH:1]([C:4]1[N:13]([CH2:14][C:15]2[CH:20]=[CH:19][CH:18]=[C:17]([C:21]3[N:25]=[C:24]([CH3:26])[O:23][N:22]=3)[CH:16]=2)[C:7]2[C:8](=[O:12])[N:9]([C:33]3[CH:32]=[CH:31][CH:30]=[C:29]([C:27]#[N:28])[CH:34]=3)[CH:10]=[CH:11][C:6]=2[N:5]=1)([CH3:3])[CH3:2]. Reported procedure: By reaction of 2-isopropyl-3-[3-(5-methyl-[1,2,4]oxadiazol-3-yl)benzyl]-3,5-dihydroimidazo[4,5-c]pyridin-4-one with 3-cyanophenylboronic acid under copper acetate catalysis in dichloromethane, 2-isopropyl-3-[3-(5-methyl-[1,2,4]oxadiazol-3-yl)benzyl]-5-(3-cyanophenyl)-3,5-dihydroimidazo[4,5-c]pyridin-4-one is obtained. By subsequent reaction in ethanol NaHCO3 and then with hydroxylammonium chloride, 2-isopropyl-3-[3-(5-methyl-[1,2,4]oxadiazol-3-yl)benzyl]-5-(3-N-hydroxyamidinophenyl)-3,5-dihydroi... Starting materials: C(C(C)(C)C)(=O)N1CC(C2=C(C(=C(C=C12)C)OC)C)(C)C (N-Pivaloyl-3,3,4,6-tetramethyl-5-methoxyindoline), Br (hydrobromic acid). Procedure details: In a round-bottom flask fitted with a reflux condenser were placed 19 (6 g, 20.8 mmol) and 49% hydrobromic acid (100 mL), and the mixture was heated at 100° C. for 18 h under a nitrogen atmosphere, and then cooled. The hydrobromic acid was removed under reduced pressure, and the resulting solid was washed with hexanes to yield 5-hydroxy-3,3,4,6-tetramethylindoline hydrobromide (5.2 g, 92% yield) as a colorless solid. Spectral data: 1H NMR (CD3OD): δ 1.50 (s, 6H), 2.25 (s, 3H), 2.30 (s, 3H), 3.50... Run at temperature 100 celsius. RXN SMILES: C([N:7]1[C:15]2[C:10](=[C:11]([CH3:19])[C:12]([O:17]C)=[C:13]([CH3:16])[CH:14]=2)[C:9]([CH3:21])([CH3:20])[CH2:8]1)(=O)C(C)(C)C.[BrH:22]>>[BrH:22].[OH:17][C:12]1[C:11]([CH3:19])=[C:10]2[C:15](=[CH:14][C:13]=1[CH3:16])[NH:7][CH2:8][C:9]2([CH3:20])[CH3:21] |f:2.3|. The yield is 92.0%. Product: Br.OC=1C(=C2C(CNC2=CC1C)(C)C)C (5-hydroxy-3,3,4,6-tetramethylindoline hydrobromide). Starting materials: CCOC(=O)C(C)(C)Oc1ccc(CN(C)C(=O)OC(C)(C)C)cc1, ClCCl, O=C(O)C(F)(F)F. The product is CCOC(=O)C(C)(C)Oc1ccc(CNC)cc1. Reaction SMILES: [CH2:1]([CH3:2])[O:3][C:4]([C:5]([CH3:6])([CH3:7])[O:8][c:9]1[cH:10][cH:11][c:12]([CH2:15][N:16]([CH3:17])[C:18]([O:19][C:20]([CH3:21])([CH3:22])[CH3:23])=[O:24])[cH:13][cH:14]1)=[O:25].[Cl:33][CH2:34][Cl:35].[F:26][C:27]([F:28])([F:29])[C:30]([OH:31])=[O:32]>>[CH2:1]([CH3:2])[O:3][C:4]([C:5]([CH3:6])([CH3:7])[O:8][c:9]1[cH:10][cH:11][c:12]([CH2:15][NH:16][CH3:17])[cH:13][cH:14]1)=[O:25].